From a dataset of the Open Reaction Database (ORD), a public repository of structured organic reaction records. describe an organic reaction: reactants, conditions, products, and yield The reactants are Cl (HCl), C(C)(C)(C)OC(=O)N1CC(CCC1)NC(=O)NC1=NC=NC(=C1)C1=C(C=CC=C1)OC (3-{3-[6-(2-methoxy-phenyl)-pyrimidin-4-yl]-ureido}-piperidine-1-carboxylic acid tert-butyl ester). The solvent is ClCCl (dichloromethane). Conditions: time 2 hour. Product: Cl.COC1=C(C=CC=C1)C1=CC(=NC=N1)NC(=O)NC1CNCCC1 (1-[6-(2-methoxy-phenyl)-pyrimidin-4-yl]-3-piperidin-3-yl-urea hydrochloride). RXN SMILES: [ClH:1].C(OC([N:9]1[CH2:14][CH2:13][CH2:12][CH:11]([NH:15][C:16]([NH:18][C:19]2[CH:24]=[C:23]([C:25]3[CH:30]=[CH:29][CH:28]=[CH:27][C:26]=3[O:31][CH3:32])[N:22]=[CH:21][N:20]=2)=[O:17])[CH2:10]1)=O)(C)(C)C>ClCCl>[ClH:1].[CH3:32][O:31][C:26]1[CH:27]=[CH:28][CH:29]=[CH:30][C:25]=1[C:23]1[N:22]=[CH:21][N:20]=[C:19]([NH:18][C:16]([NH:15][CH:11]2[CH2:12][CH2:13][CH2:14][NH:9][CH2:10]2)=[O:17])[CH:24]=1 |f:3.4|. Reported procedure: Ethereal HCl (2 ml) was added to a solution of 3-{3-[6-(2-methoxy-phenyl)-pyrimidin-4-yl]-ureido}-piperidine-1-carboxylic acid tert-butyl ester (XLII) (0.20 g, 0.47 mmol) in dry dichloromethane (2 ml) and the mixture was stirred for 2 hours at room temperature. The reaction was monitored by TLC. After completion, the solvent was removed from the reaction mixture to provide 0.20 g of 1-[6-(2-methoxy-phenyl)-pyrimidin-4-yl]-3-piperidin-3-yl-urea hydrochloride (compound #23A).